The task is: describe an organic reaction: reactants, conditions, products, and yield. This data is from the Open Reaction Database (ORD), a public repository of structured organic reaction records. Starting materials: N#CCCCBr, O=C([O-])[O-], Cc1ccc(N)cc1, CC#N, [K+], [K+]. Reaction SMILES: [Br:15][CH2:16][CH2:17][CH2:18][C:19]#[N:20].[C:9](=[O:10])([O-:11])[O-:12].[CH3:1][c:2]1[cH:3][cH:4][c:5]([NH2:6])[cH:7][cH:8]1.[CH3:21][C:22]#[N:23].[K+:13].[K+:14]>>[CH3:1][c:2]1[cH:3][cH:4][c:5]([NH:6][CH2:16][CH2:17][CH2:18][C:19]#[N:20])[cH:7][cH:8]1. The product is Cc1ccc(NCCCC#N)cc1. Reactants: CC1=CC(NC2=C(C=C(C=C12)N)C)=O (4-methyl-6-amino-8-methyl-2-(1H)-quinolone), C (charcoal). Solvent: C(C)O (ethanol). Yields the product CC1CC(NC2=C(C=C(C=C12)N)C)=O (3,4-Dihydro-4-methyl-6-amino-8-methyl-2-(1H)-quinolone). Reaction SMILES: [CH3:1][C:2]1[C:11]2[C:6](=[C:7]([CH3:13])[CH:8]=[C:9]([NH2:12])[CH:10]=2)[NH:5][C:4](=[O:14])[CH:3]=1.C>C(O)C>[CH3:1][CH:2]1[C:11]2[C:6](=[C:7]([CH3:13])[CH:8]=[C:9]([NH2:12])[CH:10]=2)[NH:5][C:4](=[O:14])[CH2:3]1. Procedure details: A suspension of 4-methyl-6-amino-8-methyl-2-(1H)-quinolone (0.38 g) in absolute ethanol (50 cm3) was hydrogenated at 100° and 2000 p.s.i. (13.7×106Pa) pressure over 10% palladised charcoal (0.05 g) for 72 hours. The cooled solution was then filtered through "Solkafloc" (Trade mark for a cellulose-base filtering aid) and evaporated in vacuo to give a solid which was chromtographed on silica (Merck "MK 60.9385" [Trade Mark]) eluting with methanol:chloroform, 1:50 by volume. Combination and evapora... Reactants: [Li+].[OH-] (LiOH), C(C)OC(C(CC1=C(C2=NC(=CC=C2N1CC1=CC=C(C=C1)Cl)OC)C(CC(C)(C)C)=O)(C)C)=O (3-[1-(4-Chloro-benzyl)-3-(3,3-dimethyl-butyryl)-5-methoxy-1H-pyrrolo[3,2-b]pyridin-2-yl]-2,2-dimethyl-propionic acid ethyl ester), C(CC(O)(C(=O)O)CC(=O)O)(=O)O (citric acid). Solvent: CCOC(=O)C (EtOAc), O (water), CC#N (MeCN). Conditions: temperature 60 celsius. Product: ClC1=CC=C(CN2C(=C(C3=NC(=CC=C32)OC)C(CC(C)(C)C)=O)CC(C(=O)O)(C)C)C=C1 (3 -[1-(4-Chloro-benzyl)-3-(3,3-dimethyl-butyryl)-5-methoxy-1H-pyrrolo[3,2-b]pyridin-2-yl]-2,2-dimethyl-propionic acid). RXN SMILES: C([O:3][C:4](=[O:35])[C:5]([CH3:34])([CH3:33])[CH2:6][C:7]1[N:15]([CH2:16][C:17]2[CH:22]=[CH:21][C:20]([Cl:23])=[CH:19][CH:18]=2)[C:14]2[C:9](=[N:10][C:11]([O:24][CH3:25])=[CH:12][CH:13]=2)[C:8]=1[C:26](=[O:32])[CH2:27][C:28]([CH3:31])([CH3:30])[CH3:29])C.[Li+].[OH-].C(O)(=O)CC(CC(O)=O)(C(O)=O)O>CC#N.CCOC(C)=O.O>[Cl:23][C:20]1[CH:21]=[CH:22][C:17]([CH2:16][N:15]2[C:14]3[C:9](=[N:10][C:11]([O:24][CH3:25])=[CH:12][CH:13]=3)[C:8]([C:26](=[O:32])[CH2:27][C:28]([CH3:31])([CH3:30])[CH3:29])=[C:7]2[CH2:6][C:5]([CH3:34])([CH3:33])[C:4]([OH:35])=[O:3])=[CH:18][CH:19]=1 |f:1.2|. Procedure: 3-[1-(4-Chloro-benzyl)-3-(3,3-dimethyl-butyryl)-5-methoxy-1H-pyrrolo[3,2-b]pyridin-2-yl]-2,2-dimethyl-propionic acid ethyl ester (0.020 g, 0.04 mmol) was dissolved in MeCN (1 mL). 1N LiOH (0.16 mL, 0.16 mmol) was added and the reaction was heated to 60° C. overnight. Once no starting material was seen by LCMS, the reaction was cooled to room temperature and diluted with EtOAc and water. The mixture was neutralized with solid citric acid to ˜pH 5, the aqueous layer was extracted three times with ... The reactants are COC=1C=C(C=C(C1)\C=C\COC)CNC1CC1 (N-({3-(methyloxy)-5-[(1E)-3-(methyloxy)-1-propen-1-yl]phenyl}methyl)cyclopropanamine), CCOC(=O)C (EtOAc). The reagents and catalysts are [Pd] (palladium). Run at time 1.5 hour. The product is CCCCCCCCCCN (Amine 10). RXN SMILES: CO[C:3]1[CH:4]=[C:5]([CH2:14][NH:15]C2CC2)C=[C:7](/[CH:9]=[CH:10]/[CH2:11]OC)[CH:8]=1.[CH3:19]COC(C)=O>[Pd]>[CH3:19][CH2:11][CH2:10][CH2:9][CH2:7][CH2:8][CH2:3][CH2:4][CH2:5][CH2:14][NH2:15]. Procedure: To a solution of N-({3-(methyloxy)-5-[(1E)-3-(methyloxy)-1-propen-1-yl]phenyl}methyl)cyclopropanamine (1 eq.) from the previous step in EtOAc (0.04 M) was added palladium (10% w/w over activated carbon, 0.1 eq). The vessel was evacuated and back filled with hydrogen. The reaction suspension was then stirred under a balloon atmosphere of hydrogen for 1.5 h. The reaction was quenched with dichloromethane and filtered through a bed of celite. The insolubles were washed further with EtOAc and methan... Starting materials: CC(CN1CCOCC1)Nc1ccc(Br)cc1[N+](=O)[O-], CC(=O)[O-], CC1(C)OB(C=C2c3ccc(F)cc3COc3cc(F)ccc32)OC1(C)C, [K+], CC(=O)[O-], CC(=O)[O-], C1COCCO1, O, O, [Pd+2], c1ccc(P(c2ccccc2)c2ccccc2)cc1. The product is CC(CN1CCOCC1)Nc1ccc(C=C2c3ccc(F)cc3COc3cc(F)ccc32)cc1[N+](=O)[O-]. RXN SMILES: [Br:1][c:2]1[cH:3][c:4]([N+:18](=[O:19])[O-:20])[c:5]([NH:8][CH:9]([CH2:10][N:11]2[CH2:12][CH2:13][O:14][CH2:15][CH2:16]2)[CH3:17])[cH:6][cH:7]1.[CH3:68][C:69](=[O:70])[O-:71].[F:21][c:22]1[cH:23][cH:24][c:25]2[c:26]([cH:47]1)[O:27][CH2:28][c:29]1[c:30]([cH:42][cH:43][c:44]([F:46])[cH:45]1)[C:31]2=[CH:32][B:33]1[O:34][C:35]([CH3:36])([CH3:37])[C:38]([CH3:39])([CH3:40])[O:41]1.[K+:67].[O-:81][C:82]([CH3:83])=[O:84].[O-:85][C:86]([CH3:87])=[O:88].[O:73]1[CH2:74][CH2:75][O:76][CH2:77][CH2:78]1.[OH2:72].[OH2:79].[Pd+2:80].[c:48]1([P:49]([c:50]2[cH:51][cH:52][cH:53][cH:54][cH:55]2)[c:56]2[cH:57][cH:58][cH:59][cH:60][cH:61]2)[cH:62][cH:63][cH:64][cH:65][cH:66]1>>[c:2]1([CH:32]=[C:31]2[c:25]3[cH:24][cH:23][c:22]([F:21])[cH:47][c:26]3[O:27][CH2:28][c:29]3[c:30]2[cH:42][cH:43][c:44]([F:46])[cH:45]3)[cH:3][c:4]([N+:18](=[O:19])[O-:20])[c:5]([NH:8][CH:9]([CH2:10][N:11]2[CH2:12][CH2:13][O:14][CH2:15][CH2:16]2)[CH3:17])[cH:6][cH:7]1. Starting materials: C(#N)CC(=O)OCC (ethyl cyanoacetate), C(C)O (ethanol), Cl (hydrogen chloride). Solvent: C(C)OCC (diethyl ether). Product: NC(=CC(=O)OCC)OCC (ethyl 3-amino-3-ethoxyacrylate). Yield: 53.8%. Reaction SMILES: [C:1]([CH2:3][C:4]([O:6][CH2:7][CH3:8])=[O:5])#[N:2].[CH2:9]([OH:11])[CH3:10].Cl>C(OCC)C>[NH2:2][C:1]([O:11][CH2:9][CH3:10])=[CH:3][C:4]([O:6][CH2:7][CH3:8])=[O:5]. Procedure: In an oven-dried flask were placed 113.1 g of redistilled ethyl cyanoacetate, 46 g of ethanol (distilled from calcium hydride), and 500 ml of anhydrous diethyl ether. The solution was cooled to 0°, 36.5 g of hydrogen chloride gas were added and the flask was sealed. The mixture was refrigerated for several days until precipitation of white solid was observed. The white precipitate was collected by filtration and immediately resuspended in approximately 300 ml of diethyl ether. The ether-suspensi...